Dataset: the Open Reaction Database (ORD), a public repository of structured organic reaction records. Task: describe an organic reaction: reactants, conditions, products, and yield The reactants are C1(=CC=CC=C1)C(=O)C(O)C1=CC=CC=C1.ClCCOCCCl (benzoin 2-chloroethyl ether), N1CCOCC1 (morpholine), O (water). Solvent: CCOCC (ether). Product: O1CCN(CC1)CCOC(C(=O)C1=CC=CC=C1)C1=CC=CC=C1 (2-(2-morpholinoethoxy)-1,2-diphenyl-ethanone). RXN SMILES: [C:1]1([C:7]([CH:9]([C:11]2[CH:16]=[CH:15][CH:14]=[CH:13][CH:12]=2)[OH:10])=[O:8])[CH:6]=[CH:5][CH:4]=[CH:3][CH:2]=1.Cl[CH2:18][CH2:19][O:20][CH2:21][CH2:22]Cl.[NH:24]1CCO[CH2:26][CH2:25]1.O>CCOCC>[O:20]1[CH2:21][CH2:22][N:24]([CH2:25][CH2:26][O:8][CH:7]([C:1]2[CH:2]=[CH:3][CH:4]=[CH:5][CH:6]=2)[C:9]([C:11]2[CH:16]=[CH:15][CH:14]=[CH:13][CH:12]=2)=[O:10])[CH2:18][CH2:19]1 |f:0.1|. Procedure: 55 g(0.2 mole) of benzoin-2-chloroethyl ether are stirred with 174 g of morpholine for 6 hours at room temperature and for 1 hour at 130° C. After cooling, the reaction mixture is diluted with ether and poured into water. The aqueous layer is extracted with ether and the ether layer is washed neutral with H2O. The ether layer is then extracted with dilute hydrochloric acid. The hydrochloric acid solution is made alkaline with K2CO3 and extracted with ether. The ether layer is dried over Na2SO4 a... Reaction SMILES: [CH3:22][C:23](=[O:24])[CH3:25].[Cl-:20].[N+:1]([O-:2])(=[O:3])[c:4]1[cH:5][c:6]([OH:19])[cH:7][cH:8][c:9]1[CH:10]=[CH:11][c:12]1[cH:13][cH:14][c:15]([OH:18])[cH:16][cH:17]1.[NH4+:21].[OH2:26].[Zn:27]>>[NH2:1][c:4]1[cH:5][c:6]([OH:19])[cH:7][cH:8][c:9]1[CH:10]=[CH:11][c:12]1[cH:13][cH:14][c:15]([OH:18])[cH:16][cH:17]1. Reactants: CC(C)=O, [Cl-], O=[N+]([O-])c1cc(O)ccc1C=Cc1ccc(O)cc1, [NH4+], O, [Zn]. Product: Nc1cc(O)ccc1C=Cc1ccc(O)cc1. The reactants are BrCCCCCCCCCCBr, CCN(C(C)C)C(C)C, O=c1[nH]c(=O)c2cc(Cl)ccc2o1, CN(C)C=O, O. The product is O=c1oc2ccc(Cl)cc2c(=O)n1CCCCCCCCCCBr. As a reaction SMILES: [Br:19][CH2:20][CH2:21][CH2:22][CH2:23][CH2:24][CH2:25][CH2:26][CH2:27][CH2:28][CH2:29][Br:30].[CH:31]([N:32]([CH:33]([CH3:34])[CH3:35])[CH2:36][CH3:37])([CH3:38])[CH3:39].[Cl:1][c:2]1[cH:3][cH:4][c:5]2[c:6]([c:7](=[O:12])[nH:8][c:9](=[O:11])[o:10]2)[cH:13]1.[O:14]=[CH:15][N:16]([CH3:17])[CH3:18].[OH2:40]>>[Cl:1][c:2]1[cH:3][cH:4][c:5]2[c:6]([c:7](=[O:12])[n:8]([CH2:29][CH2:28][CH2:27][CH2:26][CH2:25][CH2:24][CH2:23][CH2:22][CH2:21][CH2:20][Br:19])[c:9](=[O:11])[o:10]2)[cH:13]1. Starting materials: CN1CCC(CC1)(C#N)C1=NC=CC=C1 (1-methyl-4-(pyridin-2-yl)piperidine-4-carbonitrile), [H-].[Al+3].[Li+].[H-].[H-].[H-] (lithium aluminum hydride). Run in O1CCCC1 (tetrahydrofuran), O1CCCC1 (tetrahydrofuran). Run at time 8 hour. Product: CN1CCC(CC1)(C1=NC=CC=C1)CN ((1-methyl-4-(pyridin-2-yl)piperidin-4-yl)methanamine). The yield is 93.4%. As a reaction SMILES: [CH3:1][N:2]1[CH2:7][CH2:6][C:5]([C:10]2[CH:15]=[CH:14][CH:13]=[CH:12][N:11]=2)([C:8]#[N:9])[CH2:4][CH2:3]1.[H-].[Al+3].[Li+].[H-].[H-].[H-]>O1CCCC1>[CH3:1][N:2]1[CH2:7][CH2:6][C:5]([CH2:8][NH2:9])([C:10]2[CH:15]=[CH:14][CH:13]=[CH:12][N:11]=2)[CH2:4][CH2:3]1 |f:1.2.3.4.5.6|. Procedure details: A solution of 1-methyl-4-(pyridin-2-yl)piperidine-4-carbonitrile (0.544 g, 2.70 mmol) in tetrahydrofuran (10 mL) was slowly added to a suspension of lithium aluminum hydride (0.205 g, 5.41 mmol) in tetrahydrofuran (10 mL) at 23° C. The reaction was stirred overnight, then quenched with sodium sulfate decehydrate. This was stirred for 1 hour, then ethyl acetate was added and the slurry was stirred for 2 more hours. Celite was added and the paste was filtered on Celite. The filtrate was concentrat... The reactants are CCCC(=O)NN, CCO, O, O=Cc1ccnc2ccccc12. Product: CCCC(=O)NN=Cc1ccnc2ccccc12. RXN SMILES: [C:13]([CH2:14][CH2:15][CH3:16])(=[O:17])[NH:18][NH2:19].[CH3:20][CH2:21][OH:22].[OH2:23].[n:1]1[cH:2][cH:3][c:4]([CH:11]=[O:12])[c:5]2[cH:6][cH:7][cH:8][cH:9][c:10]12>>[n:1]1[cH:2][cH:3][c:4]([CH:11]=[N:19][NH:18][C:13]([CH2:14][CH2:15][CH3:16])=[O:17])[c:5]2[cH:6][cH:7][cH:8][cH:9][c:10]12.